Dataset: the Open Reaction Database (ORD), a public repository of structured organic reaction records. Task: describe an organic reaction: reactants, conditions, products, and yield Starting materials: CCOC(=O)C (EtOAc), NC=1C=C(C=CC1)O (3-aminophenol), C(C=CC1=CC=CC=C1)(=O)Cl (cinnamoyl chloride). The solvent is C(Cl)Cl (CH2Cl2), N1=CC=CC=C1 (pyridine), C(Cl)Cl (CH2Cl2). Conditions: time 2 hour. The product is OC1=CC=C2C=CC(NC2=C1)=O (7-Hydroxy-2-quinolinone). Reaction SMILES: [NH2:1][C:2]1[CH:3]=[C:4]([OH:8])[CH:5]=[CH:6][CH:7]=1.[C:9](Cl)(=[O:18])[CH:10]=[CH:11]C1C=CC=CC=1.CCOC(C)=O>C(Cl)Cl.N1C=CC=CC=1>[OH:8][C:4]1[CH:3]=[C:2]2[C:7]([CH:11]=[CH:10][C:9](=[O:18])[NH:1]2)=[CH:6][CH:5]=1. Reported procedure: To a solution of 3-aminophenol (1 g) in CH2Cl2 (25 mL) and pyridine (1 mL) at 5° C. was added dropwise a solution of cinnamoyl chloride (1.53 g) in CH2Cl2 (10 mL). The mixture was warmed to r.t. over 1 hr, and then EtOAc (150 mL) was added. The organics were washed with H2O, 1N, HCl, saturated aq. NaHCO3 and H2O, dried (MgSO4) and concentrated. To the residue was added AlCl3 (6.38 g) and the mixture heated at 180° C. for 5 min. and then at 115°-120° C. for 2 hr. To the mixture was added ice and ...